This data is from the Open Reaction Database (ORD), a public repository of structured organic reaction records. The task is: describe an organic reaction: reactants, conditions, products, and yield Starting materials: C(C)(C)(C)OC(=O)N1C(=NC2=C1C=CC=C2)CNC2CCCC=1C=CC=NC21 ((1-tert-butoxycarbonyl-1H-Benzimidazol-2-ylmethyl)-(5,6,7,8-tetrahydro-quinolin-8-yl)-amine), C(C)(C)N(C(C)C)CC (N,N-diisopropylethylamine), CC#N (CH3CN), resultant mixture, BrCC=1C=CC(=C(C1)CC(=O)[O-])C#N ((5-bromomethyl-2-cyano-phenyl)acetate), CC#N (CH3CN). Yields the product NCC1=C(C=C(C=C1)CN(C1CCCC=2C=CC=NC12)CC1=NC2=C(N1)C=CC=C2)O (2-Aminomethyl-5-{[(1H-benzimidazol-2-ylmethyl)-(5,6,7,8-tetrahydro-quinolin-8-yl)-amino]-methyl}-phenol). Isolated yield 51.0%. Reaction SMILES: C(OC([N:8]1[C:12]2[CH:13]=[CH:14][CH:15]=[CH:16][C:11]=2[N:10]=[C:9]1[CH2:17][NH:18][CH:19]1[C:28]2[N:27]=[CH:26][CH:25]=[CH:24][C:23]=2[CH2:22][CH2:21][CH2:20]1)=O)(C)(C)C.C(N(CC)C(C)C)(C)C.BrCC1C=[CH:42][C:43](C#N)=[C:44]([CH2:46][C:47]([O-])=[O:48])[CH:45]=1.[CH3:52][C:53]#[N:54]>>[NH2:54][CH2:53][C:52]1[CH:42]=[CH:43][C:44]([CH2:45][N:18]([CH2:17][C:9]2[NH:10][C:11]3[CH:16]=[CH:15][CH:14]=[CH:13][C:12]=3[N:8]=2)[CH:19]2[C:28]3[N:27]=[CH:26][CH:25]=[CH:24][C:23]=3[CH2:22][CH2:21][CH2:20]2)=[CH:46][C:47]=1[OH:48]. Procedure details: To a solution of (1-tert-butoxycarbonyl-1H-Benzimidazol-2-ylmethyl)-(5,6,7,8-tetrahydro-quinolin-8-yl)-amine (0.375 g, 0.99 mmol) in CH3CN (5 mL) was added N,N-diisopropylethylamine (0.35 mL, 2.00 mmol) followed by a solution of (5-bromomethyl-2-cyano-phenyl)acetate (0.318 g, 1.25 mmol) in CH3CN (5 mL). The resultant mixture was heated to 60° C. for 15 hours then cooled to room temperature. The mixture was concentrated and the residue was partitioned between CH2Cl2 (40 mL) and brine (10 mL). The... Starting materials: II (iodine), ICI (Diiodomethane), C(#N)C1=CC=C(C=C1)C(=C)C1=CC=C(C=C1)Cl (1-(4-cyanophenyl)-1-(4-chlorophenyl)-ethylene). The reagents and catalysts are [Cu] (Copper). Solvent: C1(=CC=CC=C1)C (toluene). The product is ClC1=CC=C(C=C1)C1(CC1)C1=CC=C(C=C1)C#N (1-(4-Chlorophenyl)-1-(4-cyanophenyl)cyclopropane). Reaction SMILES: II.I[CH2:4]I.[C:6]([C:8]1[CH:13]=[CH:12][C:11]([C:14]([C:16]2[CH:21]=[CH:20][C:19]([Cl:22])=[CH:18][CH:17]=2)=[CH2:15])=[CH:10][CH:9]=1)#[N:7]>C1(C)C=CC=CC=1.[Cu]>[Cl:22][C:19]1[CH:18]=[CH:17][C:16]([C:14]2([C:11]3[CH:10]=[CH:9][C:8]([C:6]#[N:7])=[CH:13][CH:12]=3)[CH2:4][CH2:15]2)=[CH:21][CH:20]=1. Procedure details: 600 mg of Copper powder are cauterized with 10 mg of iodine in 10 ml of toluene. 1.2 g of Diiodomethane and 500 mg of 1-(4-cyanophenyl)-1-(4-chlorophenyl)-ethylene are added and the mixture refluxed for 140 hours and then filtered and the filtrate concentrated. The oily residue is chromatographed on silica gel with toluene as eluant. Reactants: [OH-].[K+] (potassium hydroxide), COC1OC(CC1)OC (2,5-dimethoxytetrahydrofuran), COC1=CC(=C(N)C=C1)[N+](=O)[O-] (4-methoxy-2-nitroaniline), C(C)(=O)O (acetic acid). Solvent: O (water). Product: COC1=CC(=C(C=C1)N1C=CC=C1)[N+](=O)[O-] (1-(4-methoxy-2-nitrophenyl)pyrrole). As a reaction SMILES: CO[CH:3]1[CH2:7][CH2:6][CH:5](OC)O1.[CH3:10][O:11][C:12]1[CH:18]=[CH:17][C:15]([NH2:16])=[C:14]([N+:19]([O-:21])=[O:20])[CH:13]=1.C(O)(=O)C.[OH-].[K+]>O>[CH3:10][O:11][C:12]1[CH:18]=[CH:17][C:15]([N:16]2[CH:3]=[CH:7][CH:6]=[CH:5]2)=[C:14]([N+:19]([O-:21])=[O:20])[CH:13]=1 |f:3.4|. Reported procedure: 100 g (0.75 mole) of 2,5-dimethoxytetrahydrofuran are added to a solution of 84.1 g (0.5 mole) of 4-methoxy-2-nitroaniline in 500 ml. of glacial acetic acid. The solution is refluxed for 30 minutes, poured into 2500 ml. of water, and neutralized with potassium hydroxide. A solid precipitates and is filtered, dried, and recrystallized from ether to give 1-(4-methoxy-2-nitrophenyl)pyrrole, m.p. 75.5°-76.5° C. Reactants: COC1=CC=C(C=C1)NC1=C(C=CC=C1Cl)Cl (N-(4-methoxyphenyl)-2,6-dichloroaniline), ClCC(=O)Cl (chloroacetyl chloride). The product is ClC1=C(C(=CC=C1)Cl)N(C(CCl)=O)C1=CC=C(C=C1)OC (N-(2,6-dichlorophenyl)-N-(4-methoxyphenyl)chloroacetamide). The yield is 64.0%. RXN SMILES: [CH3:1][O:2][C:3]1[CH:8]=[CH:7][C:6]([NH:9][C:10]2[C:15]([Cl:16])=[CH:14][CH:13]=[CH:12][C:11]=2[Cl:17])=[CH:5][CH:4]=1.[Cl:18][CH2:19][C:20](Cl)=[O:21]>>[Cl:17][C:11]1[CH:12]=[CH:13][CH:14]=[C:15]([Cl:16])[C:10]=1[N:9]([C:6]1[CH:5]=[CH:4][C:3]([O:2][CH3:1])=[CH:8][CH:7]=1)[C:20](=[O:21])[CH2:19][Cl:18]. Procedure: Under anhydrous conditions, a mixture of N-(4-methoxyphenyl)-2,6-dichloroaniline (20.2 g, 75.4 mmmol) in 175 mL of chloroacetyl chloride is heated at reflux for 1 hour. The excess acid chloride is evaporated in vacuo and the residue partitioned between saturated NaHCO3 solution and ethyl acetate (30 mL each). The organic phase is washed with brine (30 mL) and dried (Na2SO4). Removal of solvent affords an amber oil. Crystallization of the crude oil from methanol affords the title product (16.63 g... Starting materials: Cc1cc(CC(NC(=O)OC(C)(C)C)c2ncc[nH]2)cc2cn(COCC[Si](C)(C)C)nc12, O=C([O-])[O-], CN(C)C=O, ClCc1ccccn1, [Cs+], [Cs+]. Yields the product Cc1cc(CC(NC(=O)OC(C)(C)C)c2nccn2Cc2ccccn2)cc2cn(COCC[Si](C)(C)C)nc12. Reaction SMILES: [C:1]([CH3:2])([CH3:3])([CH3:4])[O:5][C:6]([NH:7][CH:8]([CH2:9][c:10]1[cH:11][c:12]2[cH:13][n:14]([CH2:20][O:21][CH2:22][CH2:23][Si:24]([CH3:25])([CH3:26])[CH3:27])[n:15][c:16]2[c:17]([CH3:19])[cH:18]1)[c:28]1[nH:29][cH:30][cH:31][n:32]1)=[O:33].[C:42](=[O:43])([O-:44])[O-:45].[CH3:48][N:49]([CH3:50])[CH:51]=[O:52].[Cl:34][CH2:35][c:36]1[n:37][cH:38][cH:39][cH:40][cH:41]1.[Cs+:46].[Cs+:47]>>[C:1]([CH3:2])([CH3:3])([CH3:4])[O:5][C:6]([NH:7][CH:8]([CH2:9][c:10]1[cH:11][c:12]2[cH:13][n:14]([CH2:20][O:21][CH2:22][CH2:23][Si:24]([CH3:25])([CH3:26])[CH3:27])[n:15][c:16]2[c:17]([CH3:19])[cH:18]1)[c:28]1[n:29]([CH2:35][c:36]2[n:37][cH:38][cH:39][cH:40][cH:41]2)[cH:30][cH:31][n:32]1)=[O:33]. Starting materials: CS(=O)(=O)Cl, ClCCl, COC(=O)c1ccc(N)cc1Cl, c1ccncc1. Product: COC(=O)c1ccc(NS(C)(=O)=O)cc1Cl. As a reaction SMILES: [CH3:19][S:20]([Cl:21])(=[O:22])=[O:23].[Cl:24][CH2:25][Cl:26].[NH2:1][c:2]1[cH:3][c:4]([Cl:12])[c:5]([C:6](=[O:7])[O:8][CH3:9])[cH:10][cH:11]1.[cH:13]1[cH:14][cH:15][n:16][cH:17][cH:18]1>>[NH:1]([c:2]1[cH:3][c:4]([Cl:12])[c:5]([C:6](=[O:7])[O:8][CH3:9])[cH:10][cH:11]1)[S:20]([CH3:19])(=[O:22])=[O:23].